This data is from the Open Reaction Database (ORD), a public repository of structured organic reaction records. The task is: describe an organic reaction: reactants, conditions, products, and yield The reactants are CC(C)(C)O, CC(C)(C)[O-], COC(=O)COC(C)C(C)=O, [K+]. Yields the product CC1OCC(=O)CC1=O. As a reaction SMILES: [CH3:18][C:19]([OH:20])([CH3:21])[CH3:22].[CH3:1][C:2]([CH3:3])([O-:4])[CH3:5].[CH3:7][CH:8]([C:9]([CH3:10])=[O:11])[O:12][CH2:13][C:14]([O:16][CH3:15])=[O:17].[K+:6]>>[CH3:7][CH:8]1[C:9](=[O:11])[CH2:10][C:14](=[O:16])[CH2:13][O:12]1. The reactants are C([O-])(O)=O.[Na+] (sodium bicarbonate), C(C)(=O)OC(C1=CC=CC=C1)C1=CC=CC=C1 (Benzhydryl acetate), ClC1=C(C=CC=C1)N1CCN(CC1)C(=O)C=1NC2=CC=CC=C2C1 (2-[4-(2-chlorophenyl)piperazinylcarbonyl]indole), CS(=O)(=O)O (methanesulfonic acid). Run in C(Cl)Cl (methylene chloride), C(Cl)(Cl)Cl (chloroform). Conditions: time 3 hour. Yields the product ClC1=C(C=CC=C1)N1CCN(CC1)C(=O)C=1NC2=CC=CC=C2C1C(C1=CC=CC=C1)C1=CC=CC=C1 (2-[4-(2-Chlorophenyl)piperazinylcarbonyl]-3-(diphenylmethyl)indole). Isolated yield 89.5%. Reaction SMILES: C(O[CH:5]([C:12]1[CH:17]=[CH:16][CH:15]=[CH:14][CH:13]=1)[C:6]1[CH:11]=[CH:10][CH:9]=[CH:8][CH:7]=1)(=O)C.[Cl:18][C:19]1[CH:24]=[CH:23][CH:22]=[CH:21][C:20]=1[N:25]1[CH2:30][CH2:29][N:28]([C:31]([C:33]2[NH:34][C:35]3[C:40]([CH:41]=2)=[CH:39][CH:38]=[CH:37][CH:36]=3)=[O:32])[CH2:27][CH2:26]1.CS(O)(=O)=O.C(=O)(O)[O-].[Na+]>C(Cl)Cl.C(Cl)(Cl)Cl>[Cl:18][C:19]1[CH:24]=[CH:23][CH:22]=[CH:21][C:20]=1[N:25]1[CH2:30][CH2:29][N:28]([C:31]([C:33]2[NH:34][C:35]3[C:40]([C:41]=2[CH:5]([C:6]2[CH:7]=[CH:8][CH:9]=[CH:10][CH:11]=2)[C:12]2[CH:13]=[CH:14][CH:15]=[CH:16][CH:17]=2)=[CH:39][CH:38]=[CH:37][CH:36]=3)=[O:32])[CH2:27][CH2:26]1 |f:3.4|. Procedure: Benzhydryl acetate (2.2 g, 9.71 mmol) and 2-[4-(2-chlorophenyl)piperazinylcarbonyl]indole (3.0 g, 8.83 mmol) were dissolved in a mixed solvent of methylene chloride (50 ml) and chloroform (50 ml), and methanesulfonic acid (1.72 ml, 26.5 mmol) was added thereto, followed by stirring at room temperature for 3 hours. A saturated aqueous solution of sodium bicarbonate was added to the reaction solution for neutralization followed by extraction with chloroform. The resulting organic layer was washed ... The reactants are CN1C(=CC2=CC=CC(=C12)NC(CCC1=CC=CC=C1)=O)C(=O)OCC (ethyl 1-methyl-7-(3-phenylpropionamido)-2-indolecarboxylate), Cl.NC(=N)N (guanidine hydrochloride), C[O-].[Na+] (sodium methoxide). Solvent: CO (methanol). Product: Cl.CNC(=NC(=O)C=1NC2=C(C=CC=C2C1)NC(CCC1=CC=CC=C1)=O)N (1-Methyl-7-(3-phenylpropionamido)-2-indoloylguanidine hydrochloride). As a reaction SMILES: C[N:2]1[C:10]2[C:5](=[CH:6][CH:7]=[CH:8][C:9]=2[NH:11][C:12](=[O:21])[CH2:13][CH2:14][C:15]2[CH:20]=[CH:19][CH:18]=[CH:17][CH:16]=2)[CH:4]=[C:3]1[C:22]([O:24]CC)=O.[ClH:27].[NH2:28][C:29]([NH2:31])=[NH:30].[CH3:32][O-].[Na+]>CO>[ClH:27].[CH3:32][NH:30][C:29]([NH2:31])=[N:28][C:22]([C:3]1[NH:2][C:10]2[C:5]([CH:4]=1)=[CH:6][CH:7]=[CH:8][C:9]=2[NH:11][C:12](=[O:21])[CH2:13][CH2:14][C:15]1[CH:16]=[CH:17][CH:18]=[CH:19][CH:20]=1)=[O:24] |f:1.2,3.4,6.7|. Reported procedure: The reaction was carried out in a manner similar to Example 1 except for using 0.42 g (1.21 mmol) of ethyl 1-methyl-7-(3-phenylpropionamido)-2-indolecarboxylate, 2.31 g (24.2 mmols) of guanidine hydrochloride and a solution of 1.31 g (24.2 mmols) of sodium methoxide in 30 ml of methanol. 1-Methyl-7-(3-phenylpropionamido)-2-indoloylguanidine hydrochloride was obtained in an amount of 0.16 g (34.9%).